From a dataset of the Open Reaction Database (ORD), a public repository of structured organic reaction records. describe an organic reaction: reactants, conditions, products, and yield The solvent is C(OC)COC (dimethoxyethane), CO (methanol). Product: OC=1C=CC2=C(N(N=N2)C(C(=O)OC)C)C1 (methyl 6-hydroxy-α-methyl-1H-benzotriazole-1-acetate). The reagents and catalysts are [Pd] (palladium on carbon). Starting materials: C(C1=CC=CC=C1)OC=1C=CC2=C(N(N=N2)C(C(=O)OC)C)C1 (methyl 6-(benzyloxy)-α-methyl-1H-benzotriazole-1-acetate), [H][H] (hydrogen). Reported procedure: A solution of methyl 6-(benzyloxy)-α-methyl-1H-benzotriazole-1-acetate (31 g, 0.1 mole) in dimethoxyethane and methanol is shaken with 10% palladium on carbon catalyst (8 g, 50% water wet) under 24-33 psig of hydrogen in a Parr apparatus until approximately 0.1 mole of H2 is absorbed (21/2 hours). The reaction mixture is filtered and the filtrate is concentrated in vacuo to give the title compound as an off-white solid, 21.7 g, mp 132.5°-134.5° C., identified by NMR and elemental analyses. Reaction SMILES: C([O:8][C:9]1[CH:10]=[CH:11][C:12]2[N:16]=[N:15][N:14]([CH:17]([CH3:22])[C:18]([O:20][CH3:21])=[O:19])[C:13]=2[CH:23]=1)C1C=CC=CC=1.[H][H]>C(COC)OC.CO.[Pd]>[OH:8][C:9]1[CH:10]=[CH:11][C:12]2[N:16]=[N:15][N:14]([CH:17]([CH3:22])[C:18]([O:20][CH3:21])=[O:19])[C:13]=2[CH:23]=1.